This data is from the Open Reaction Database (ORD), a public repository of structured organic reaction records. The task is: describe an organic reaction: reactants, conditions, products, and yield The reactants are C1(C=CC(C2=CC=CC=C12)=O)=O (1,4-naphthoquinone), CN1C(=CC=C1)CC(=O)OC (methyl 2-(N-methyl-1H-pyrrolyl)acetate), O (water). Run in C(Cl)(Cl)Cl (chloroform), C(C)(=O)O (acetic acid). Product: OC1=C(C=C(C2=CC=CC=C12)O)C1=CC=C(N1C)CC(=O)OC (methyl [5-(1,4-dihydroxynaphthalen-2-yl)-1-methyl-1H-pyrrol-2-yl]acetate). Isolated yield 12.0%. RXN SMILES: [C:1]1(=[O:12])[C:10]2[C:5](=[CH:6][CH:7]=[CH:8][CH:9]=2)[C:4](=[O:11])[CH:3]=[CH:2]1.[CH3:13][N:14]1[CH:18]=[CH:17][CH:16]=[C:15]1[CH2:19][C:20]([O:22][CH3:23])=[O:21].O>C(O)(=O)C.C(Cl)(Cl)Cl>[OH:12][C:1]1[C:10]2[C:5](=[CH:6][CH:7]=[CH:8][CH:9]=2)[C:4]([OH:11])=[CH:3][C:2]=1[C:18]1[N:14]([CH3:13])[C:15]([CH2:19][C:20]([O:22][CH3:23])=[O:21])=[CH:16][CH:17]=1. Procedure details: 40 millimol of 1,4-naphthoquinone and 10 millimol of methyl 2-(N-methyl-1H-pyrrolyl)acetate were stirred in 50 ml of glacial acetic acid in a round-bottomed flask for 2 hours at room temperature. The reaction mixture was diluted with 300 ml of chloroform and the resulting mixture was then poured into a large volume of water (300 ml). The organic phase was then separated out and washed four times with 100 ml of water and finally with saturated aqueous NaCl solution. The resulting organic phase wa... Starting materials: CCO, ClC(Cl)Cl, ClCCCN1CCN(c2ccc3ccccc3n2)CC1, [K+], CCOC(=O)c1c(N)sc(C)c1C, Cc1sc2nc([S-])n(N)c(=O)c2c1C. The product is Cc1sc2nc(SCCCN3CCN(c4ccc5ccccc5n4)CC3)n(N)c(=O)c2c1C. As a reaction SMILES: [CH3:49][CH2:50][OH:51].[CH:52]([Cl:53])([Cl:54])[Cl:55].[Cl:29][CH2:30][CH2:31][CH2:32][N:33]1[CH2:34][CH2:35][N:36]([c:39]2[n:40][c:41]3[cH:42][cH:43][cH:44][cH:45][c:46]3[cH:47][cH:48]2)[CH2:37][CH2:38]1.[K+:15].[NH2:16][c:17]1[s:18][c:19]([CH3:20])[c:21]([CH3:22])[c:23]1[C:24]([O:25][CH2:26][CH3:27])=[O:28].[NH2:1][n:2]1[c:3]([S-:14])[n:4][c:5]2[c:6]([c:7]1=[O:8])[c:9]([CH3:13])[c:10]([CH3:12])[s:11]2>>[NH2:1][n:2]1[c:3]([S:14][CH2:30][CH2:31][CH2:32][N:33]2[CH2:34][CH2:35][N:36]([c:39]3[n:40][c:41]4[cH:42][cH:43][cH:44][cH:45][c:46]4[cH:47][cH:48]3)[CH2:37][CH2:38]2)[n:4][c:5]2[c:6]([c:7]1=[O:8])[c:9]([CH3:13])[c:10]([CH3:12])[s:11]2. Reagents/catalysts: C=1C=CC(=CC1)/C=C/C(=O)/C=C/C2=CC=CC=C2.C=1C=CC(=CC1)/C=C/C(=O)/C=C/C2=CC=CC=C2.C=1C=CC(=CC1)/C=C/C(=O)/C=C/C2=CC=CC=C2.[Pd].[Pd] (Pd2 dba3), CC1(C2=C(C(=CC=C2)P(C3=CC=CC=C3)C4=CC=CC=C4)OC5=C(C=CC=C51)P(C6=CC=CC=C6)C7=CC=CC=C7)C (xantphos). Run in O1CCOCC1 (1,4-dioxane), CO (methanol). Reactants: ClC1=C(C(=O)NC2=CC=C(C=C2)SC2=NC(=CC(=N2)Cl)Cl)C=CC=C1 (2-Chloro-N-(4-(4,6-dichloropyrimidin-2-ylthio)phenyl)benzamide), S1N=CN=C1N (1,2,4-thiadiazole-5-amine), C([O-])([O-])=O.[Na+].[Na+] (sodium carbonate). As a reaction SMILES: [Cl:1][C:2]1[CH:25]=[CH:24][CH:23]=[CH:22][C:3]=1[C:4]([NH:6][C:7]1[CH:12]=[CH:11][C:10]([S:13][C:14]2[N:19]=[C:18]([Cl:20])[CH:17]=[C:16](Cl)[N:15]=2)=[CH:9][CH:8]=1)=[O:5].[S:26]1[C:30]([NH2:31])=[N:29][CH:28]=[N:27]1.C(=O)([O-])[O-].[Na+].[Na+]>O1CCOCC1.CO.C1C=CC(/C=C/C(/C=C/C2C=CC=CC=2)=O)=CC=1.C1C=CC(/C=C/C(/C=C/C2C=CC=CC=2)=O)=CC=1.C1C=CC(/C=C/C(/C=C/C2C=CC=CC=2)=O)=CC=1.[Pd].[Pd].CC1(C)C2C(=C(P(C3C=CC=CC=3)C3C=CC=CC=3)C=CC=2)OC2C(P(C3C=CC=CC=3)C3C=CC=CC=3)=CC=CC1=2>[S:26]1[C:30]([NH:31][C:16]2[CH:17]=[C:18]([Cl:20])[N:19]=[C:14]([S:13][C:10]3[CH:11]=[CH:12][C:7]([NH:6][C:4](=[O:5])[C:3]4[CH:22]=[CH:23][CH:24]=[CH:25][C:2]=4[Cl:1])=[CH:8][CH:9]=3)[N:15]=2)=[N:29][CH:28]=[N:27]1 |f:2.3.4,7.8.9.10.11|. Procedure: 2-Chloro-N-(4-(4,6-dichloropyrimidin-2-ylthio)phenyl)benzamide (300 mg, 0.73 mmol), 1,2,4-thiadiazole-5-amine (74 mg, 0.73 mmol), Pd2 dba3 (36 mg), xantphos (46 mg), sodium carbonate (128 mg, 1.21 mmol) in 1,4-dioxane (10 mL) were flushed for 15 minutes with nitrogen and then heated in the microwave to 130° C. for 2 hours. The crude reaction mixture was poured in methanol, filtered through Celite and concentrated. Ethyl acetate and saturated aqueous sodium bicarbonate were added and the organic ... Reaction conditions: temperature 130 celsius. Yield: 109.5%. Product: S1N=CN=C1NC1=NC(=NC(=C1)Cl)SC1=CC=C(C=C1)NC(C1=C(C=CC=C1)Cl)=O (N-(4-(4-(1,2,4-thiadiazol-5-ylamino)-6-chloropyrimidin-2-ylthio)phenyl)-2-chlorobenzamide).